From a dataset of the Open Reaction Database (ORD), a public repository of structured organic reaction records. describe an organic reaction: reactants, conditions, products, and yield Reactants: [OH-].[Na+] (NaOH), N(=[N+]=[N-])CC1=CC(=CC(=C1)Cl)CN=[N+]=[N-] (1,3-bis(azidomethyl)-5-chlorobenzene), [H-].[H-].[H-].[H-].[Li+].[Al+3] (LAH). Run in C1CCOC1 (THF), C1CCOC1 (THF). Reaction conditions: time 1 hour. The product is NCC=1C=C(CN)C=C(C1)Cl (3-(aminomethyl)-5-chlorobenzylamine). Yield: 96.9%. As a reaction SMILES: [N:1]([CH2:4][C:5]1[CH:10]=[C:9]([Cl:11])[CH:8]=[C:7]([CH2:12][N:13]=[N+]=[N-])[CH:6]=1)=[N+]=[N-].[H-].[H-].[H-].[H-].[Li+].[Al+3].[OH-].[Na+]>C1COCC1>[NH2:1][CH2:4][C:5]1[CH:6]=[C:7]([CH:8]=[C:9]([Cl:11])[CH:10]=1)[CH2:12][NH2:13] |f:1.2.3.4.5.6,7.8|. Reported procedure: The solution of 3.50 g of 1,3-bis(azidomethyl)-5-chlorobenzene in THF (20 mL) was added slowly to the LAH (1.33 g, 35.0 mmol) suspension in THF at 0° C. The resulting reaction mixture was stirred at RT for 1 hr. and then at reflux for another hour. Slow addition of 2 mL of 5% NaOH solution resulted a precipitate, which was removed by filtration. The product on solid was rinsed off with THF. The solvent was evaporated in vacuo to yield 2.60 g of 3-(aminomethyl)-5-chlorobenzylamine. 1H NMR (500 MH... The reactants are C(C)(=O)O (acetic acid), [BH4-].[Na+] (Sodium borohydride), [OH-].[Na+] (sodium hydroxide), 5R, C(#N)CC(CC(CC(=O)OC(C)(C)C)=O)O (1,1-dimethylethyl 6-cyano-5-hydroxy-3-oxohexanoate). Run in CO (methanol), CO (methanol), O1CCCC1 (tetrahydrofuran), C(C)B(CC)CC (triethylborane). Conditions: time 2 hour. Yields the product C(#N)CC(CC(CC(=O)OC(C)(C)C)O)O (1,1-dimethylethyl 6-cyano-3,5-dihydroxyhexanoate). As a reaction SMILES: [C:1]([CH2:3][CH:4]([OH:16])[CH2:5][C:6](=[O:15])[CH2:7][C:8]([O:10][C:11]([CH3:14])([CH3:13])[CH3:12])=[O:9])#[N:2].C(O)(=O)C.[BH4-].[Na+].[OH-].[Na+]>O1CCCC1.C(B(CC)CC)C.CO>[C:1]([CH2:3][CH:4]([OH:16])[CH2:5][CH:6]([OH:15])[CH2:7][C:8]([O:10][C:11]([CH3:12])([CH3:14])[CH3:13])=[O:9])#[N:2] |f:2.3,4.5|. Procedure details: Crude 5R 1,1-dimethylethyl 6-cyano-5-hydroxy-3-oxohexanoate (about 150 moles) from Step (1) is dissolved in 325 L of tetrahydrofuran containing about 20 kg of triethylborane, stirred for about 2 hours at room temperature, cooled to −75° C.±20° C. and diluted with 25 L of methanol and 8 kg of acetic acid. Sodium borohydride (8 kg) as a solution in methanol and aqueous sodium hydroxide is added slowly. After the addition, the reaction mixture is warmed to 0° C.±25° C. The reaction mixture is optio... Reactants: COC=1C=C2C=CNC2=CC1C(CC(=O)NC)C1=CC=CC=C1 (3-(5-Methoxy-1H-indol-6-yl)-N-methyl-3-phenyl-propionamide), N1C=CC2=CC=CC(=C12)C(CCNC)C1=CC=CC=C1 ([3-(1H-Indol-7-yl)-3-phenyl-propyl]-methyl-amine). Product: COC=1C=C2C=CNC2=CC1C(CCNC)C1=CC=CC=C1 ([3-(5-Methoxy-1H-indol-6-yl)-3-phenyl-propyl]-methyl-amine). RXN SMILES: [CH3:1][O:2][C:3]1[CH:4]=[C:5]2[C:9](=[CH:10][C:11]=1[CH:12]([C:18]1[CH:23]=[CH:22][CH:21]=[CH:20][CH:19]=1)[CH2:13][C:14]([NH:16][CH3:17])=O)[NH:8][CH:7]=[CH:6]2.N1C2C(=CC=CC=2C(C2C=CC=CC=2)CCNC)C=C1>>[CH3:1][O:2][C:3]1[CH:4]=[C:5]2[C:9](=[CH:10][C:11]=1[CH:12]([C:18]1[CH:23]=[CH:22][CH:21]=[CH:20][CH:19]=1)[CH2:13][CH2:14][NH:16][CH3:17])[NH:8][CH:7]=[CH:6]2. Procedure: [3-(5-Methoxy-1H-indol-6-yl)-3-phenyl-propyl]-methyl-amine CXXXVI was prepared from 3-(5-Methoxy-1H-indol-6-yl)-N-methyl-3-phenyl-propionamide using the procedure described above for [3-(1H-Indol-7-yl)-3-phenyl-propyl]-methyl-amine XX (Example 4). MS (M+H)=295. The reactants are ClC1=NC=C2C=C(C(=NC2=C1)C)C=1C(=CC(=C(C1)NC(OC(C)(C)C)=O)F)F (tert-butyl (5-(7-chloro-2-methyl-1,6-naphthyridin-3-yl)-2,4-difluorophenyl)carbamate), CC1(C2=C(C(=CC=C2)P(C3=CC=CC=C3)C4=CC=CC=C4)OC5=C(C=CC=C51)P(C6=CC=CC=C6)C7=CC=CC=C7)C (XantPhos), C(=O)([O-])[O-].[Cs+].[Cs+] (Cs2CO3), C(C)(=O)N (acetamide). Reagents/catalysts: C=1C=CC(=CC1)/C=C/C(=O)/C=C/C2=CC=CC=C2.C=1C=CC(=CC1)/C=C/C(=O)/C=C/C2=CC=CC=C2.C=1C=CC(=CC1)/C=C/C(=O)/C=C/C2=CC=CC=C2.[Pd].[Pd] (Pd2(dba)3). The solvent is O1CCOCC1 (dioxane). Run at temperature 100 celsius. Product: C(C)(=O)NC1=NC=C2C=C(C(=NC2=C1)C)C=1C(=CC(=C(C1)NC(OC(C)(C)C)=O)F)F (tert-butyl (5-(7-acetamido-2-methyl-1,6-naphthyridin-3-yl)-2,4-difluorophenyl)carbamate). The yield is 89.9%. RXN SMILES: Cl[C:2]1[CH:11]=[C:10]2[C:5]([CH:6]=[C:7]([C:13]3[C:14]([F:28])=[CH:15][C:16]([F:27])=[C:17]([NH:19][C:20](=[O:26])[O:21][C:22]([CH3:25])([CH3:24])[CH3:23])[CH:18]=3)[C:8]([CH3:12])=[N:9]2)=[CH:4][N:3]=1.CC1(C)C2C(=C(P(C3C=CC=CC=3)C3C=CC=CC=3)C=CC=2)OC2C(P(C3C=CC=CC=3)C3C=CC=CC=3)=CC=CC1=2.C([O-])([O-])=O.[Cs+].[Cs+].[C:77]([NH2:80])(=[O:79])[CH3:78]>O1CCOCC1.C1C=CC(/C=C/C(/C=C/C2C=CC=CC=2)=O)=CC=1.C1C=CC(/C=C/C(/C=C/C2C=CC=CC=2)=O)=CC=1.C1C=CC(/C=C/C(/C=C/C2C=CC=CC=2)=O)=CC=1.[Pd].[Pd]>[C:77]([NH:80][C:2]1[CH:11]=[C:10]2[C:5]([CH:6]=[C:7]([C:13]3[C:14]([F:28])=[CH:15][C:16]([F:27])=[C:17]([NH:19][C:20](=[O:26])[O:21][C:22]([CH3:25])([CH3:23])[CH3:24])[CH:18]=3)[C:8]([CH3:12])=[N:9]2)=[CH:4][N:3]=1)(=[O:79])[CH3:78] |f:2.3.4,7.8.9.10.11|. Reported procedure: Sparge a mixture of tert-butyl (5-(7-chloro-2-methyl-1,6-naphthyridin-3-yl)-2,4-difluorophenyl)carbamate (0.664 g, 1.636 mmol), XantPhos (0.189 g, 0.327 mmol), Cs2CO3 (1.066 g, 3.27 mmol) and acetamide (0.483 g, 8.18 mmol) in dioxane (16 mL) with Ar, add Pd2(dba)3 (0.150 g, 0.164 mmol) and heat at 100° C. overnight. Cool to RT, remove the solids via filtration through diatomaceous earth, rinse well with THF, concentrate the filtrate to dryness and purify via silica gel chromatography (EtOAc/Hex)... The reactants are O=c1[nH]nc(Cl)c2cc(Br)ccc12, CCOC(C)=O, NCc1ccccc1N1CCCCC1, O=C(C=Cc1ccccc1)C=Cc1ccccc1, O=C(C=Cc1ccccc1)C=Cc1ccccc1, O=C(C=Cc1ccccc1)C=Cc1ccccc1, [Pd], [Pd]. The product is O=c1[nH]nc(Cl)c2cc(NCc3ccccc3N3CCCCC3)ccc12. RXN SMILES: [Br:1][c:2]1[cH:3][c:4]2[c:5]([Cl:13])[n:6][nH:7][c:8](=[O:12])[c:9]2[cH:10][cH:11]1.[CH3:28][CH2:29][O:30][C:31]([CH3:32])=[O:33].[N:14]1([c:20]2[c:21]([CH2:22][NH2:23])[cH:24][cH:25][cH:26][cH:27]2)[CH2:15][CH2:16][CH2:17][CH2:18][CH2:19]1.[O:36]=[C:37]([CH:38]=[CH:39][c:40]1[cH:41][cH:42][cH:43][cH:44][cH:45]1)[CH:46]=[CH:47][c:48]1[cH:49][cH:50][cH:51][cH:52][cH:53]1.[O:54]=[C:55]([CH:56]=[CH:57][c:58]1[cH:59][cH:60][cH:61][cH:62][cH:63]1)[CH:64]=[CH:65][c:66]1[cH:67][cH:68][cH:69][cH:70][cH:71]1.[O:72]=[C:73]([CH:74]=[CH:75][c:76]1[cH:77][cH:78][cH:79][cH:80][cH:81]1)[CH:82]=[CH:83][c:84]1[cH:85][cH:86][cH:87][cH:88][cH:89]1.[Pd:34].[Pd:35]>>[c:2]1([NH:23][CH2:22][c:21]2[c:20]([N:14]3[CH2:15][CH2:16][CH2:17][CH2:18][CH2:19]3)[cH:27][cH:26][cH:25][cH:24]2)[cH:3][c:4]2[c:5]([Cl:13])[n:6][nH:7][c:8](=[O:12])[c:9]2[cH:10][cH:11]1.